describe an organic reaction: reactants, conditions, products, and yield From a dataset of the Open Reaction Database (ORD), a public repository of structured organic reaction records. The reactants are COC=1C=C(C(=O)NCC=2C=C(C(=O)O)C=CC2)C=CC1OC (3-[(3,4-dimethoxy-benzoylamino)-methyl]-benzoic acid), N1(CCOCC1)C1CC2=CC=C(C=C2C1)N (2-morpholin-4-yl-indan-5-ylamine), CN(C)C=O (DMF), CN(C)C(=[N+](C)C)ON1C2=C(C=CC=C2)N=N1.[B-](F)(F)(F)F (TBTU). The solvent is CCOC(=O)C (EtOAc). Run at time 20 hour. Yields the product COC=1C=C(C(=O)NCC2=CC(=CC=C2)C(NC=2C=C3CC(CC3=CC2)N2CCOCC2)=O)C=CC1OC (3,4-dimethoxy-N-[3-(2-morpholin-4-yl-indan-5-ylcarbamoyl)-benzyl]-benzamide). Isolated yield 62.4%. RXN SMILES: [CH3:1][O:2][C:3]1[CH:4]=[C:5]([CH:19]=[CH:20][C:21]=1[O:22][CH3:23])[C:6]([NH:8][CH2:9][C:10]1[CH:11]=[C:12]([CH:16]=[CH:17][CH:18]=1)[C:13]([OH:15])=O)=[O:7].[N:24]1([CH:30]2[CH2:38][C:37]3[C:32](=[CH:33][CH:34]=[C:35]([NH2:39])[CH:36]=3)[CH2:31]2)[CH2:29][CH2:28][O:27][CH2:26][CH2:25]1.CN(C=O)C.CN(C(ON1N=NC2C=CC=CC1=2)=[N+](C)C)C.[B-](F)(F)(F)F>CCOC(C)=O>[CH3:1][O:2][C:3]1[CH:4]=[C:5]([CH:19]=[CH:20][C:21]=1[O:22][CH3:23])[C:6]([NH:8][CH2:9][C:10]1[CH:18]=[CH:17][CH:16]=[C:12]([C:13](=[O:15])[NH:39][C:35]2[CH:36]=[C:37]3[C:32](=[CH:33][CH:34]=2)[CH2:31][CH:30]([N:24]2[CH2:25][CH2:26][O:27][CH2:28][CH2:29]2)[CH2:38]3)[CH:11]=1)=[O:7] |f:3.4|. Procedure details: To a suspension of the 3-[(3,4-dimethoxy-benzoylamino)-methyl]-benzoic acid (100 mg, 0.32 mmol) and 2-morpholin-4-yl-indan-5-ylamine (84 mg, 0.38 mmol) 1.5 mL of DMF. To this was added TBTU (122 mg, 0.38 mmol), and the vial warmed until a clear solution was obtained. The solution was stirred at room temperature. Stirring continued for 20 h total. Diluted with EtOAc and washed with Na2CO3, water and brine. The organic layer was dried over MgSO4, evaporated and purified by column chromatography, C... Starting materials: C1(C=2C(C(N1C1C(N([C@H](SC1)C1=CC=CC=C1)CC(=O)OCC)=O)=O)=CC=CC2)=O ((R)-Dihydro-5-phthalimido-4-oxo-2-phenyl-2H-1,3-thiazine-3(4H)-acetic acid, ethyl ester), C[Si](CCO)(C)C (2-trimethylsilylethanol). The reagents and catalysts are [O-]CC.[Ti+4].[O-]CC.[O-]CC.[O-]CC (titanium (IV) ethoxide). The solvent is CCOCC (ether). Product: C1(C=2C(C(N1C1C(N([C@H](SC1)C1=CC=CC=C1)CC(=O)OCC[Si](C)(C)C)=O)=O)=CC=CC2)=O ((R)-dihydro-5-phthalimido-4-oxo-2-phenyl-2H-1,3-thiazine-3(4H)-acetic acid, 2-(trimethylsilyl)ethyl ester). Reaction SMILES: [C:1]1(=[O:30])[N:5]([CH:6]2[CH2:11][S:10][C@H:9]([C:12]3[CH:17]=[CH:16][CH:15]=[CH:14][CH:13]=3)[N:8]([CH2:18][C:19]([O:21][CH2:22][CH3:23])=[O:20])[C:7]2=[O:24])[C:4](=[O:25])[C:3]2=[CH:26][CH:27]=[CH:28][CH:29]=[C:2]12.[CH3:31][Si:32](C)([CH3:36])[CH2:33]CO>CCOCC.[O-]CC.[Ti+4].[O-]CC.[O-]CC.[O-]CC>[C:4]1(=[O:25])[N:5]([CH:6]2[CH2:11][S:10][C@H:9]([C:12]3[CH:13]=[CH:14][CH:15]=[CH:16][CH:17]=3)[N:8]([CH2:18][C:19]([O:21][CH2:22][CH2:23][Si:32]([CH3:36])([CH3:33])[CH3:31])=[O:20])[C:7]2=[O:24])[C:1](=[O:30])[C:2]2=[CH:29][CH:28]=[CH:27][CH:26]=[C:3]12 |f:3.4.5.6.7|. Procedure details: (R)-Dihydro-5-phthalimido-4-oxo-2-phenyl-2H-1,3-thiazine-3(4H)-acetic acid, ethyl ester (isomer A) (1.0 g., 2.36 mmole) is heated in 2-trimethylsilylethanol (5.58 g., 47.2 mmole) in the presence of titanium (IV) ethoxide (135 mg., 0.59 mmole). Upon completion of the reaction, the reaction mixture is diluted with ether, washed with 1N hydrochloric acid, water, saturated aqueous sodium bicarbonate, and brine, dried (MgSO4), and concentrated in vacuo. The residue is purified chromatographically on ... Reactants: O=C(n1ccnc1)n1ccnc1, COC(=O)CN, Cl, Nc1cnccc1C(=O)O, c1ccncc1. Yields the product COC(=O)CNC(=O)c1ccncc1N. As a reaction SMILES: [C:11]([n:12]1[cH:13][cH:14][n:15][cH:16]1)([n:17]1[cH:18][cH:19][n:20][cH:21]1)=[O:22].[CH3:24][O:25][C:26]([CH2:27][NH2:28])=[O:29].[ClH:23].[NH2:1][c:2]1[c:3]([C:4](=[O:5])[OH:6])[cH:7][cH:8][n:9][cH:10]1.[cH:30]1[cH:31][cH:32][n:33][cH:34][cH:35]1>>[NH2:1][c:2]1[c:3]([C:4](=[O:6])[NH:28][CH2:27][C:26]([O:25][CH3:24])=[O:29])[cH:7][cH:8][n:9][cH:10]1. The reactants are ClC[C@@H](COC1=C(C=C(C(=C1)F)F)F)C (1-{[(2R)-3-chloro-2-methylpropyl]oxy}-2,4,5-trifluorobenzene), CC(C(=O)NC1=CC(=CC=C1)C1CCNCC1)C (2-methyl-N-[3-(4-piperidinyl)phenyl]propanamide). Yields the product CC(C(=O)NC1=CC(=CC=C1)C1CCN(CC1)C[C@@H](COC1=C(C=C(C(=C1)F)F)F)C)C (2-METHYL-N-(3-{1-[(2S)-2-METHYL-3-(2,4,5-TRIFLUOROPHENOXY)PROPYL]-4-PIPERIDINYL}PHENYL)PROPANAMIDE). Reaction SMILES: Cl[CH2:2][C@H:3]([CH3:15])[CH2:4][O:5][C:6]1[CH:11]=[C:10]([F:12])[C:9]([F:13])=[CH:8][C:7]=1[F:14].[CH3:16][CH:17]([CH3:33])[C:18]([NH:20][C:21]1[CH:26]=[CH:25][CH:24]=[C:23]([CH:27]2[CH2:32][CH2:31][NH:30][CH2:29][CH2:28]2)[CH:22]=1)=[O:19]>>[CH3:16][CH:17]([CH3:33])[C:18]([NH:20][C:21]1[CH:26]=[CH:25][CH:24]=[C:23]([CH:27]2[CH2:32][CH2:31][N:30]([CH2:2][C@H:3]([CH3:15])[CH2:4][O:5][C:6]3[CH:11]=[C:10]([F:12])[C:9]([F:13])=[CH:8][C:7]=3[F:14])[CH2:29][CH2:28]2)[CH:22]=1)=[O:19]. Procedure: Prepared by Procedure G and Scheme B1 using 1-{[(2R)-3-chloro-2-methylpropyl]oxy}-2,4,5-trifluorobenzene and 2-methyl-N-[3-(4-piperidinyl)phenyl]propanamide: ESMS m/e: 449.2 (M+H)+. Reactants: C(C)(C)C1=CC(=C(C(=O)O)C=C1C1=NN=C(N1)CCOC)C (4-Isopropyl-5-(5-(2-methoxyethyl)-4H-1,2,4-triazol-3-yl)-2-methylbenzoic acid), C(C)(C)C1=CC(=C(C(=O)O)C=C1C1=NN=C(N1)CCOC)C (4-Isopropyl-5-(5-(2-methoxyethyl)-4H-1,2,4-triazol-3-yl)-2-methylbenzoic acid), Cl.N1CCC(CC1)C1=CC=C(C#N)C=C1 (4-(piperidin-4-yl)benzonitrile hydrochloride), Cl.N1CCC(CC1)C1=CC=C(C#N)C=C1 (4-(piperidin-4-yl)benzonitrile hydrochloride), O.ON1N=NC2=C1C=CC=C2 (1-hydroxybenzotriazole hydrate), Cl.C(C)N=C=NCCCN(C)C (1-ethyl-3-(3-dimethylaminopropyl)carbodiimide hydrochloride), CCN(C(C)C)C(C)C (DIEA). Run in CN(C)C=O (DMF), C(C)(=O)OCC (ethyl acetate). Conditions: time 24 hour. Yields the product C(C)(C)C1=CC(=C(C(=O)N2CCC(CC2)C2=CC=C(C#N)C=C2)C=C1C1=NN=C(N1)CCOC)C (4-(1-(4-Isopropyl-5-(5-(2-methoxyethyl)-4H-1,2,4-triazol-3-yl)-2-methylbenzoyl)piperidin-4-yl)benzonitrile), solid. Yield: 48.0%. Reaction SMILES: [CH:1]([C:4]1[C:12]([C:13]2[NH:17][C:16]([CH2:18][CH2:19][O:20][CH3:21])=[N:15][N:14]=2)=[CH:11][C:7]([C:8]([OH:10])=O)=[C:6]([CH3:22])[CH:5]=1)([CH3:3])[CH3:2].Cl.[NH:24]1[CH2:29][CH2:28][CH:27]([C:30]2[CH:37]=[CH:36][C:33]([C:34]#[N:35])=[CH:32][CH:31]=2)[CH2:26][CH2:25]1.O.ON1C2C=CC=CC=2N=N1.Cl.C(N=C=NCCCN(C)C)C.CCN(C(C)C)C(C)C>C(OCC)(=O)C.CN(C=O)C>[CH:1]([C:4]1[C:12]([C:13]2[NH:17][C:16]([CH2:18][CH2:19][O:20][CH3:21])=[N:15][N:14]=2)=[CH:11][C:7]([C:8]([N:24]2[CH2:29][CH2:28][CH:27]([C:30]3[CH:37]=[CH:36][C:33]([C:34]#[N:35])=[CH:32][CH:31]=3)[CH2:26][CH2:25]2)=[O:10])=[C:6]([CH3:22])[CH:5]=1)([CH3:2])[CH3:3] |f:1.2,3.4,5.6|. Procedure: To a 4-mL vial was added 4-Isopropyl-5-(5-(2-methoxyethyl)-4H-1,2,4-triazol-3-yl)-2-methylbenzoic acid (compound 198.6, 31 mg, 0.10 mmol, 1.0 equiv), 4-(piperidin-4-yl)benzonitrile hydrochloride (compound 1.5, 23 mg, 0.10 mmol, 1.0 equiv), 1-hydroxybenzotriazole hydrate (20 wt % water) (22 mg, 0.13 mmol, 1.25 equiv), 1-ethyl-3-(3-dimethylaminopropyl)carbodiimide hydrochloride (21.5 mg, 0.11 mmol, 1.1 equiv), DMF (1 mL) and DIEA (71 μL, 0.41 mmol, 4 equiv). The mixture was stirred at room tempera... Reactants: [Mg] (magnesium), II (iodine), [Cl-].[NH4+] (ammonium chloride), BrC=1C=C(C=CC1)C (3-bromo-toluene), Cl[Si](C)(C)C (chlorotrimethylsilane). The solvent is CCOCC (ether), CCOCC (ether). Yields the product CC1=CC(=CC=C1)[Si](C)(C)C (1-Methyl-3-Trimethylsilyl-Benzene). The yield is 53.6%. Reaction SMILES: Br[C:2]1[CH:3]=[C:4]([CH3:8])[CH:5]=[CH:6][CH:7]=1.Cl[Si:10]([CH3:13])([CH3:12])[CH3:11].[Mg].II.[Cl-].[NH4+]>CCOCC>[CH3:8][C:4]1[CH:5]=[CH:6][CH:7]=[C:2]([Si:10]([CH3:13])([CH3:12])[CH3:11])[CH:3]=1 |f:4.5|. Procedure: A mixture of 9.2 g (50 mmol) of 3-bromo-toluene and 5.84 g (50 mmol) of chlorotrimethylsilane in 100 ml of dry ether are added dropwise to 1.2 g (50 mmol) of magnesium turnings in a few milliliters of ether, some crystals of iodine are added to start the reaction. The reaction mixture is refluxed for 20 hours after the end of the addition and then poured into a saturated solution of ammonium chloride (200 ml). The aqueous solution is further extracted with ether, the ethereal extracts are combin...